From a dataset of the Open Reaction Database (ORD), a public repository of structured organic reaction records. describe an organic reaction: reactants, conditions, products, and yield Reactants: C1CCNCC1, COc1cccc2c1CCCC2=O, CC(=O)O, O=Cc1cccs1. The product is COc1cccc2c1CCC(=Cc1cccs1)C2=O. As a reaction SMILES: [CH2:21]1[CH2:22][CH2:23][NH:24][CH2:25][CH2:26]1.[CH3:1][O:2][c:3]1[c:4]2[c:9]([cH:10][cH:11][cH:12]1)[C:8](=[O:13])[CH2:7][CH2:6][CH2:5]2.[CH3:27][C:28](=[O:29])[OH:30].[s:14]1[c:15]([CH:19]=[O:20])[cH:16][cH:17][cH:18]1>>[CH3:1][O:2][c:3]1[c:4]2[c:9]([cH:10][cH:11][cH:12]1)[C:8](=[O:13])[C:7](=[CH:19][c:15]1[s:14][cH:18][cH:17][cH:16]1)[CH2:6][CH2:5]2. The reactants are [BH4-], O=C1CCC(O)(c2ccc(O)c(Cc3ccccc3)n2)CC1, CO, CC(C)=O, [Na+]. Product: Oc1ccc(C2(O)CCC(O)CC2)nc1Cc1ccccc1. Reaction SMILES: [BH4-:1].[CH2:3]([c:4]1[cH:5][cH:6][cH:7][cH:8][cH:9]1)[c:10]1[n:11][c:12]([C:17]2([OH:24])[CH2:18][CH2:19][C:20](=[O:23])[CH2:21][CH2:22]2)[cH:13][cH:14][c:15]1[OH:16].[CH3:25][OH:26].[CH3:27][C:28](=[O:29])[CH3:30].[Na+:2]>>[CH2:3]([c:4]1[cH:5][cH:6][cH:7][cH:8][cH:9]1)[c:10]1[n:11][c:12]([C:17]2([OH:24])[CH2:18][CH2:19][CH:20]([OH:23])[CH2:21][CH2:22]2)[cH:13][cH:14][c:15]1[OH:16].